Dataset: the Open Reaction Database (ORD), a public repository of structured organic reaction records. Task: describe an organic reaction: reactants, conditions, products, and yield Isolated yield 20.9%. Product: C(#N)C(C(=O)OC)=C(CC)C1CC1 (methyl 2-cyano-3-cyclopropylpent-2-enoate). Reactants: C(C)C(=O)C1CC1 (cyclopropyl ethyl ketone), C(#N)CC(=O)OC (methyl cyanoacetate). Reported procedure: Similarly to Example 3a), a solution of 4 g (40.8 mmol) of cyclopropyl ethyl ketone and 2.4 g (24 mmol) of methyl cyanoacetate was reacted to give 0.9 g (21% yield) of methyl 2-cyano-3-cyclopropylpent-2-enoate. Reaction SMILES: [CH2:1]([C:3]([CH:5]1[CH2:7][CH2:6]1)=O)[CH3:2].[C:8]([CH2:10][C:11]([O:13][CH3:14])=[O:12])#[N:9]>>[C:8]([C:10](=[C:3]([CH:5]1[CH2:7][CH2:6]1)[CH2:1][CH3:2])[C:11]([O:13][CH3:14])=[O:12])#[N:9]. Starting materials: OCCC1=CC=C(C=C1)CC(C(=O)OCC)OC(C)C (ethyl 3-[4-(2-hydroxyethyl)phenyl]-2-isopropoxypropanoate), ClC=1C=C(C=CC1)N=C=O (3-chlorophenylisocyanate). The product is ClC=1C=C(C=CC1)NC(=O)OCCC1=CC=C(C=C1)CC(C(=O)O)OC(C)C (3-(4-{2-[(3-Chlorophenyl)carbamoyloxy]-ethyl}phenyl)-2-isopropoxypropanoic acid). Reaction SMILES: [OH:1][CH2:2][CH2:3][C:4]1[CH:9]=[CH:8][C:7]([CH2:10][CH:11]([O:17][CH:18]([CH3:20])[CH3:19])[C:12]([O:14]CC)=[O:13])=[CH:6][CH:5]=1.[Cl:21][C:22]1[CH:23]=[C:24]([N:28]=[C:29]=[O:30])[CH:25]=[CH:26][CH:27]=1>>[Cl:21][C:22]1[CH:23]=[C:24]([NH:28][C:29]([O:1][CH2:2][CH2:3][C:4]2[CH:5]=[CH:6][C:7]([CH2:10][CH:11]([O:17][CH:18]([CH3:19])[CH3:20])[C:12]([OH:14])=[O:13])=[CH:8][CH:9]=2)=[O:30])[CH:25]=[CH:26][CH:27]=1. Reported procedure: Using ethyl 3-[4-(2-hydroxyethyl)phenyl]-2-isopropoxypropanoate and 3-chlorophenylisocyanate, the title compound was obtained in the same manner as described in Example 148. Starting materials: ClC1=NC=C(C(=N1)NC1=CC=C(C=C1)P(=O)(C)C)Cl (2,5-dichloro-N-[4-(dimethylphosphoryl)phenyl]pyrimidin-4-amine), COC1=C(N)C=CC(=C1)N1CCC(CC1)N1CCN(CC1)C (2-methoxy-4-[4-(4-methylpiperazin-1-yl)piperidin-1-yl]aniline), C([O-])(O)=O.[Na+] (sodium bicarbonate). The solvent is COCCO (2-methoxyethanol). Run at temperature 110 celsius, time 18 hour. Yields the product ClC=1C(=NC(=NC1)NC1=C(C=C(C=C1)N1CCC(CC1)N1CCN(CC1)C)OC)NC1=CC=C(C=C1)P(=O)(C)C (5-chloro-N4-[4-(dimethylphosphoryl)phenyl]-N2-{2-methoxy-4-[4-(4-methylpiperazin-1-yl)piperidin-1-yl]phenyl}pyrimidine-2,4-diamine). The yield is 16.1%. As a reaction SMILES: Cl[C:2]1[N:7]=[C:6]([NH:8][C:9]2[CH:14]=[CH:13][C:12]([P:15]([CH3:18])([CH3:17])=[O:16])=[CH:11][CH:10]=2)[C:5]([Cl:19])=[CH:4][N:3]=1.[CH3:20][O:21][C:22]1[CH:28]=[C:27]([N:29]2[CH2:34][CH2:33][CH:32]([N:35]3[CH2:40][CH2:39][N:38]([CH3:41])[CH2:37][CH2:36]3)[CH2:31][CH2:30]2)[CH:26]=[CH:25][C:23]=1[NH2:24].C(=O)(O)[O-].[Na+]>COCCO>[Cl:19][C:5]1[C:6]([NH:8][C:9]2[CH:14]=[CH:13][C:12]([P:15]([CH3:18])([CH3:17])=[O:16])=[CH:11][CH:10]=2)=[N:7][C:2]([NH:24][C:23]2[CH:25]=[CH:26][C:27]([N:29]3[CH2:34][CH2:33][CH:32]([N:35]4[CH2:36][CH2:37][N:38]([CH3:41])[CH2:39][CH2:40]4)[CH2:31][CH2:30]3)=[CH:28][C:22]=2[O:21][CH3:20])=[N:3][CH:4]=1 |f:2.3|. Reported procedure: To the compound 2,5-dichloro-N-[4-(dimethylphosphoryl)phenyl]pyrimidin-4-amine (0.005 g, 0.16 mmol) in 1 mL of 2-methoxyethanol was added 2-methoxy-4-[4-(4-methylpiperazin-1-yl)piperidin-1-yl]aniline (0.71 g, 0.16 mmol). The mixture was stirred at 110° C. for 18 h. The mixture was basified with saturated sodium bicarbonate solution and extracted with limited amount of ethyl acetate. The aqueous layer was purified by chromatography to give the final product (0.015 g, 20% yield). MS/ES+: m/z=583. As a reaction SMILES: [C:1]([CH3:2])([CH3:3])([CH3:4])[O:5][C:6](=[O:7])[n:8]1[c:9](-[c:15]2[cH:16][c:17]3[c:18]([cH:26][cH:27]2)[NH:19][C:20](=[O:25])[O:21][C:22]3([CH3:23])[CH3:24])[cH:10][cH:11][c:12]1[C:13]#[N:14].[CH3:28][O:29][c:30]1[cH:31][cH:32][c:33]([P:34]2(=[S:37])[S:35][P:36]([c:38]3[cH:39][cH:40][c:41]([O:42][CH3:43])[cH:44][cH:45]3)(=[S:46])[S:47]2)[cH:48][cH:49]1.[CH3:50][c:51]1[cH:52][cH:53][cH:54][cH:55][cH:56]1>>[C:1]([CH3:2])([CH3:3])([CH3:4])[O:5][C:6](=[O:7])[n:8]1[c:9](-[c:15]2[cH:16][c:17]3[c:18]([cH:26][cH:27]2)[NH:19][C:20](=[S:37])[O:21][C:22]3([CH3:23])[CH3:24])[cH:10][cH:11][c:12]1[C:13]#[N:14]. Product: CC(C)(C)OC(=O)n1c(C#N)ccc1-c1ccc2c(c1)C(C)(C)OC(=S)N2. Starting materials: CC(C)(C)OC(=O)n1c(C#N)ccc1-c1ccc2c(c1)C(C)(C)OC(=O)N2, COc1ccc(P2(=S)SP(=S)(c3ccc(OC)cc3)S2)cc1, Cc1ccccc1. Starting materials: CN(C1=CC=CC=C1)C (dimethylaniline), ClC(Cl)(OC(OC(Cl)(Cl)Cl)=O)Cl (triphosgene), C1CCOC1 (THF), FC=1C=C(C=CC1F)O (3,4-Difluoro-phenol), C1CCOC1 (THF). Product: C(C#C)C1CCN(CC1)C(=O)OC1=CC(=C(C=C1)F)F (3,4-Difluorophenyl 4-(prop-2-ynyl)piperidine-1-carboxylate). Reaction SMILES: [F:1][C:2]1[CH:3]=[C:4]([OH:9])[CH:5]=[CH:6][C:7]=1[F:8].C[N:11]([CH3:18])[C:12]1[CH:17]=[CH:16][CH:15]=[CH:14][CH:13]=1.ClC(Cl)(O[C:23](=[O:29])OC(Cl)(Cl)Cl)Cl.[CH2:31]1COCC1>>[CH2:15]([CH:16]1[CH2:17][CH2:12][N:11]([C:23]([O:9][C:4]2[CH:5]=[CH:6][C:7]([F:8])=[C:2]([F:1])[CH:3]=2)=[O:29])[CH2:18][CH2:31]1)[C:14]#[CH:13]. Procedure details: 3,4-Difluoro-phenol (3.85 g, 29.6 mmol) was added as a solution in THF and dimethylaniline to a mixture of triphosgene (2.849 g, 9.6 mmol) in THF according to general procedure 3. Yield=4.6 g, 56%. m/z MH+=280.15. HPLC rt=11.88 min. Reported procedure: 18.75 g of N-bromosuccinimide are added to a solution of 27.4 g of 2,2-diphenyl-1,3-benzodioxol in 80 ml of chloroform and the mixture was boiled at reflux for 20 hours. The reaction mixture was cooled and the separated succinimide was filtered off. The filtrate was washed with water, dried over sodium sulphate and the solvent was removed in a vacuum. By crystallization of the residue from ethanol, there was obtained 5-bromo-2,2-diphenyl-1,3-benzodioxol as white crystals of melting point 88°-89°... RXN SMILES: [Br:1]N1C(=O)CCC1=O.[C:9]1([C:15]2([C:24]3[CH:29]=[CH:28][CH:27]=[CH:26][CH:25]=3)[O:19][C:18]3[CH:20]=[CH:21][CH:22]=[CH:23][C:17]=3[O:16]2)[CH:14]=[CH:13][CH:12]=[CH:11][CH:10]=1>C(Cl)(Cl)Cl>[Br:1][C:22]1[CH:21]=[CH:20][C:18]2[O:19][C:15]([C:9]3[CH:14]=[CH:13][CH:12]=[CH:11][CH:10]=3)([C:24]3[CH:25]=[CH:26][CH:27]=[CH:28][CH:29]=3)[O:16][C:17]=2[CH:23]=1. Run in C(Cl)(Cl)Cl (chloroform). The product is BrC1=CC2=C(OC(O2)(C2=CC=CC=C2)C2=CC=CC=C2)C=C1 (5-bromo-2,2-diphenyl-1,3-benzodioxol). Starting materials: BrN1C(CCC1=O)=O (N-bromosuccinimide), C1(=CC=CC=C1)C1(OC2=C(O1)C=CC=C2)C2=CC=CC=C2 (2,2-diphenyl-1,3-benzodioxol). Starting materials: Cn1cnc2c(F)c(Nc3ccc(I)cc3F)c(NS(=O)(=O)C3(CCO[Si](C)(C)C(C)(C)C)CC3)cc21, O=C([O-])O, C1CCOC1, Cl, [Na+]. The product is Cn1cnc2c(F)c(Nc3ccc(I)cc3F)c(NS(=O)(=O)C3(CCO)CC3)cc21. Reaction SMILES: [C:1]([Si:2]([CH3:3])([CH3:4])[O:6][CH2:7][CH2:8][C:9]1([S:12](=[O:13])(=[O:14])[NH:15][c:16]2[c:17]([NH:27][c:28]3[c:29]([F:35])[cH:30][c:31]([I:34])[cH:32][cH:33]3)[c:18]([F:26])[c:19]3[c:20]([n:21]([CH3:24])[cH:22][n:23]3)[cH:25]2)[CH2:10][CH2:11]1)([CH3:5])([CH3:36])[CH3:37].[C:39](=[O:40])([OH:41])[O-:42].[CH2:44]1[O:45][CH2:46][CH2:47][CH2:48]1.[ClH:38].[Na+:43]>>[OH:6][CH2:7][CH2:8][C:9]1([S:12](=[O:13])(=[O:14])[NH:15][c:16]2[c:17]([NH:27][c:28]3[c:29]([F:35])[cH:30][c:31]([I:34])[cH:32][cH:33]3)[c:18]([F:26])[c:19]3[c:20]([n:21]([CH3:24])[cH:22][n:23]3)[cH:25]2)[CH2:10][CH2:11]1. Starting materials: C(C)OC([C@@H](O)C=1C(=NC=2N(C1I)N=C(C2)C(=O)OCC)C)=O ((S)-ethyl 6-(2-ethoxy-1-hydroxy-2-oxoethyl)-7-iodo-5-methylpyrazolo[1,5-a]pyrimidine-2-carboxylate), Cl(=O)(=O)(=O)O (perchloric acid). The solvent is C(Cl)Cl (CH2Cl2), C(C)(=O)OC(C)(C)C (t-butyl acetate), C(Cl)Cl (CH2Cl2). Run at time 3 hour. The product is C(C)(C)(C)O[C@H](C(=O)OCC)C=1C(=NC=2N(C1I)N=C(C2)C(=O)OCC)C ((S)-ethyl 6-(1-(tert-butoxy)-2-ethoxy-2-oxoethyl)-7-iodo-5-methylpyrazolo[1,5-a]pyrimidine-2-carboxylate). Isolated yield 135.7%. RXN SMILES: [CH2:1]([O:3][C:4](=[O:23])[C@H:5]([C:7]1[C:8]([CH3:22])=[N:9][C:10]2[N:11]([N:14]=[C:15]([C:17]([O:19][CH2:20][CH3:21])=[O:18])[CH:16]=2)[C:12]=1[I:13])[OH:6])[CH3:2].Cl(O)(=O)(=O)=O>C(Cl)Cl.C(OC(C)(C)C)(=O)C>[C:7]([O:6][C@@H:5]([C:7]1[C:8]([CH3:22])=[N:9][C:10]2[N:11]([N:14]=[C:15]([C:17]([O:19][CH2:20][CH3:21])=[O:18])[CH:16]=2)[C:12]=1[I:13])[C:4]([O:3][CH2:1][CH3:2])=[O:23])([CH3:8])([CH3:12])[CH3:5]. Reported procedure: To a stirred solution of (S)-ethyl 6-(2-ethoxy-1-hydroxy-2-oxoethyl)-7-iodo-5-methylpyrazolo[1,5-a]pyrimidine-2-carboxylate (5.3 g, 12.2 mmol) in CH2Cl2 (150 mL) and t-butyl acetate (105 mL) at rt was added perchloric acid (3.15 mL, 36.7 mmol). The reaction flask was sealed. After stirring for 3 h, the reaction mixture was diluted with CH2Cl2 (100 mL), carefully quenched with sat. aq. NaHCO3 (50 mL). The organic layer was separated and washed with brine (100 mL), dried (Na2SO4), filtered and con...